Dataset: the Open Reaction Database (ORD), a public repository of structured organic reaction records. Task: describe an organic reaction: reactants, conditions, products, and yield Starting materials: C(CCCCC)C1=CC=C(N)C=C1 (4-n-hexylaniline), FC1=CC=C(C=C1)[N+](=O)[O-] (1-fluoro-4-nitrobenzene). Run in CS(=O)C (methyl sulfoxide). Reaction conditions: temperature 100 celsius. Yields the product C(CCCCC)C1=CC=C(C=C1)NC1=CC=C(C=C1)[N+](=O)[O-] (N-(4-n-hexylphenyl)-N-(4-nitrophenyl)amine). Yield: 53.5%. RXN SMILES: [CH2:1]([C:7]1[CH:13]=[CH:12][C:10]([NH2:11])=[CH:9][CH:8]=1)[CH2:2][CH2:3][CH2:4][CH2:5][CH3:6].F[C:15]1[CH:20]=[CH:19][C:18]([N+:21]([O-:23])=[O:22])=[CH:17][CH:16]=1>CS(C)=O>[CH2:1]([C:7]1[CH:8]=[CH:9][C:10]([NH:11][C:15]2[CH:20]=[CH:19][C:18]([N+:21]([O-:23])=[O:22])=[CH:17][CH:16]=2)=[CH:12][CH:13]=1)[CH2:2][CH2:3][CH2:4][CH2:5][CH3:6]. Procedure: To a flask equipped with a magnetic stirrer, reflux condenser, and a nitrogen inlet was added 4-n-hexylaniline (49.1 grams, 0.283 moles), 1-fluoro-4-nitrobenzene (13.3 grams. 0.094 moles) and anhydrous methyl sulfoxide (80 ml). The contents of the flask were heated at 100° C. for 4 days; cooled to room temperature; partitioned between diethyl ether (300 ml) and water (100 ml). The ether extract was washed with water (4×100 ml) followed by brine (3×50 ml). The ether extract was dried over anhydro... Reactants: O (water), BrC1=C(C=C(C=C1)O)F (4-bromo-3-fluorophenol), C([O-])([O-])=O.[Cs+].[Cs+] (cesium carbonate), CI (methyliodide). The solvent is CN(C=O)C (N,N-dimethylformamide). Run at time 8 hour. Product: BrC1=C(C=C(C=C1)OC)F (1-bromo-2-fluoro-4-methoxybenzene). Isolated yield 98.0%. As a reaction SMILES: [Br:1][C:2]1[CH:7]=[CH:6][C:5]([OH:8])=[CH:4][C:3]=1[F:9].[C:10](=O)([O-])[O-].[Cs+].[Cs+].CI.O>CN(C)C=O>[Br:1][C:2]1[CH:7]=[CH:6][C:5]([O:8][CH3:10])=[CH:4][C:3]=1[F:9] |f:1.2.3|. Reported procedure: To a suspension of 4-bromo-3-fluorophenol (2.87 g) and cesium carbonate (12.2 g) in N,N-dimethylformamide (30 mL) was added methyliodide (1.87 mL) at room temperature, and the mixture was stirred at room temperature overnight. The reaction mixture was poured into water, and the resulting mixture was extracted with diethyl ether. The extract was washed with water and brine successively, and dried over anhydrous sodium sulfate. The solvent was removed under reduced pressure to give 1-bromo-2-fluor... Starting materials: potassium fluoride alumina, BrCCC1=CC=CC=C1 ((2-bromoethyl)benzene), ClC1=CC=C(C(C=O)=C1)O (5-chlorosalicylaldehyde). Solvent: C(C)#N (acetonitrile). Conditions: time 63 hour. The product is ClC=1C=CC(=C(C=O)C1)OCCC1=CC=CC=C1 (5-chloro-2-(2-phenylethoxy)benzaldehyde). RXN SMILES: [Cl:1][C:2]1[CH:9]=[C:6]([CH:7]=[O:8])[C:5]([OH:10])=[CH:4][CH:3]=1.Br[CH2:12][CH2:13][C:14]1[CH:19]=[CH:18][CH:17]=[CH:16][CH:15]=1>C(#N)C>[Cl:1][C:2]1[CH:3]=[CH:4][C:5]([O:10][CH2:12][CH2:13][C:14]2[CH:19]=[CH:18][CH:17]=[CH:16][CH:15]=2)=[C:6]([CH:9]=1)[CH:7]=[O:8]. Procedure: 5 g of 5-chlorosalicylaldehyde was dissolved in 300 ml of acetonitrile. After adding 41.48 g of potassium fluoride/alumina (neutral) (2:3) and 17.45 ml of (2-bromoethyl)benzene, the resulting mixture was stirred at room temperature for 63 hours. Then the potassium fluoride/alumina was removed by filtration under sucking and the solvent was evaporated under reduced pressure. The residue was purified by silica gel column chromatography (developing solvent; n-hexane:ethyl acetate=10:1) and recrysta... Reactants: CC(C)(C)OC(=O)N1CCC(O)CC1, CC(C)OC(=O)N=NC(=O)OC(C)C, C1CCOC1, O=C1CCc2ccc(O)cc2N1, c1ccc(P(c2ccccc2)c2ccccc2)cc1. The product is CC(C)(C)OC(=O)N1CCC(Oc2ccc3c(c2)NC(=O)CC3)CC1. As a reaction SMILES: [C:46]([CH3:47])([CH3:48])([CH3:49])[O:50][C:51](=[O:52])[N:53]1[CH2:54][CH2:55][CH:56]([OH:59])[CH2:57][CH2:58]1.[O:20]=[C:21]([O:22][CH:23]([CH3:24])[CH3:25])[N:26]=[N:27][C:28]([O:29][CH:30]([CH3:31])[CH3:32])=[O:33].[O:60]1[CH2:61][CH2:62][CH2:63][CH2:64]1.[OH:34][c:35]1[cH:36][cH:37][c:38]2[c:43]([cH:44]1)[NH:42][C:41](=[O:45])[CH2:40][CH2:39]2.[c:1]1([P:2]([c:3]2[cH:4][cH:5][cH:6][cH:7][cH:8]2)[c:9]2[cH:10][cH:11][cH:12][cH:13][cH:14]2)[cH:15][cH:16][cH:17][cH:18][cH:19]1>>[O:34]([c:35]1[cH:36][cH:37][c:38]2[c:43]([cH:44]1)[NH:42][C:41](=[O:45])[CH2:40][CH2:39]2)[CH:56]1[CH2:55][CH2:54][N:53]([C:51]([O:50][C:46]([CH3:47])([CH3:48])[CH3:49])=[O:52])[CH2:58][CH2:57]1.